From a dataset of the Open Reaction Database (ORD), a public repository of structured organic reaction records. describe an organic reaction: reactants, conditions, products, and yield Reactants: C(C)(C)(C)OC(NC1CCN(CC1)CC=1C=CN2N=CN=C(C21)SC)=O ([1-(4-methylsulfanyl-pyrrolo[2,1-f][1,2,4]triazin-5-ylmethyl)-piperidin-4-yl]-carbamic acid tert-butyl ester), ClC=1C=C(C=CC1OCC=1C=NC=CC1)N (3-chloro-4-(pyridin-3-ylmethoxy)phenylamine), 1F. The product is C(C)(C)(C)OC(NC1CCN(CC1)CC=1C=CN2N=CN=C(C21)NC2=CC(=C(C=C2)OCC=2C=NC=CC2)Cl)=O ((1-{4-[3-chloro-4-(pyridin-3-ylmethoxy)-phenylamino]-pyrrolo[2,1-f][1,2,4]triazin-5-ylmethyl}-piperidin-4-yl)-carbamic acid tert-butyl ester). Isolated yield 60.1%. As a reaction SMILES: [C:1]([O:5][C:6](=[O:26])[NH:7][CH:8]1[CH2:13][CH2:12][N:11]([CH2:14][C:15]2[CH:16]=[CH:17][N:18]3[C:23]=2[C:22](SC)=[N:21][CH:20]=[N:19]3)[CH2:10][CH2:9]1)([CH3:4])([CH3:3])[CH3:2].[Cl:27][C:28]1[CH:29]=[C:30]([NH2:42])[CH:31]=[CH:32][C:33]=1[O:34][CH2:35][C:36]1[CH:37]=[N:38][CH:39]=[CH:40][CH:41]=1>>[C:1]([O:5][C:6](=[O:26])[NH:7][CH:8]1[CH2:13][CH2:12][N:11]([CH2:14][C:15]2[CH:16]=[CH:17][N:18]3[C:23]=2[C:22]([NH:42][C:30]2[CH:31]=[CH:32][C:33]([O:34][CH2:35][C:36]4[CH:37]=[N:38][CH:39]=[CH:40][CH:41]=4)=[C:28]([Cl:27])[CH:29]=2)=[N:21][CH:20]=[N:19]3)[CH2:10][CH2:9]1)([CH3:4])([CH3:3])[CH3:2]. Procedure details: Compound 2B (78 mg, 61%) was prepared from 1B (86 mg, 0.23 mmol) and 2A (86 mg, 0.37 mmol) by a route analogous to that used for the preparation of 1F (method one). Reactants: C(C)C=1N=C2SC3=C(N2C1)C=CC=C3 (2-ethylimidazo[2,1-b]-benzothiazole), P(=O)(Cl)(Cl)Cl (phosphorus oxychloride), CN(C=O)C (dimethylformamide), [OH-].[NH4+] (ammonium hydroxide). Conditions: temperature 50 celsius. Product: C(=O)C1=C(N=C2SC3=C(N21)C=CC=C3)CC (3-formyl-2-ethylimidazo[2,1-b]benzothiazole). Reaction SMILES: [CH2:1]([C:3]1[N:4]=[C:5]2[N:9]([CH:10]=1)[C:8]1[CH:11]=[CH:12][CH:13]=[CH:14][C:7]=1[S:6]2)[CH3:2].P(Cl)(Cl)(Cl)=O.[OH-].[NH4+].CN(C)[CH:24]=[O:25]>>[CH:24]([C:10]1[N:9]2[C:5]([S:6][C:7]3[CH:14]=[CH:13][CH:12]=[CH:11][C:8]=32)=[N:4][C:3]=1[CH2:1][CH3:2])=[O:25] |f:2.3|. Procedure: Subsequently, 4.3 g of 2-ethylimidazo[2,1-b]-benzothiazole was added to a solution prepared from 11 g of phosphorus oxychloride and 20 ml of dimethylformamide followed by heating at 50° C. for 2.5 hours. The reaction mixture was poured onto ice water. After neutralizing with ammonium hydroxide, the precipitated crystals were filtered to give 3.88 g of 3-formyl-2-ethylimidazo[2,1-b]benzothiazole. Reactants: S=C1NN2C(=CC3=CC=CC=C23)C(N1)=O (2-thioxo-2,3-dihydro-1H-[1,2,4]triazino[1,6-a]indol-4-one), CI (methyl iodide), C(=O)(O)[O-].[Na+] (NaHCO3). Solvent: O1CCCC1 (tetrahydrofuran). Conditions: temperature 45 celsius, time 1 hour. The product is CSC1=NN2C(=CC3=CC=CC=C23)C(N1)=O (2-methylsulfanyl-3H-[1,2,4]triazino[1,6-a]indol-4-one). The yield is 71.0%. RXN SMILES: [S:1]=[C:2]1[NH:14][C:13](=[O:15])[C:5]2=[CH:6][C:7]3[C:12]([N:4]2[NH:3]1)=[CH:11][CH:10]=[CH:9][CH:8]=3.CI.[C:18]([O-])(O)=O.[Na+]>O1CCCC1>[CH3:18][S:1][C:2]1[NH:14][C:13](=[O:15])[C:5]2=[CH:6][C:7]3[C:12]([N:4]2[N:3]=1)=[CH:11][CH:10]=[CH:9][CH:8]=3 |f:2.3|. Procedure: Into a round-bottom flask 2-thioxo-2,3-dihydro-1H-[1,2,4]triazino[1,6-a]indol-4-one (9.25 g, 0.04 mol) and methyl iodide (3.42 mL, 0.0549 mol) were combined in tetrahydrofuran (200 mL). The reaction was stirred at 45° C. for one hour. The solvent was removed under vacuum to give a solid, which was next stirred for 30 minutes with saturated aqueous NaHCO3 (100 mL). The solid was filtered and washed with water, then dried on high vacuum and further by azeotrop distillation with toluene to give 2-m... Starting materials: ClC(C(=O)C1=CN=C2N1C(=CC=C2)CN(C2=CC=C(C=C2)CCNS(=O)(=O)C(F)(F)F)C(=O)OC(C)(C)C)(Cl)Cl (3-trichloroacetyl-5-[N-tert-butoxycarbonyl-N-[4-(2-trifluoromethanesulfonamidoethan-1-yl)phenyl]aminomethyl]imidazo[1,2-a] pyridine), C[Si](C)(C)I (trimethylsilyl iodide), C(O)([O-])=O.[Na+] (sodium hydrogencarbonate), ice water. Solvent: C(Cl)(Cl)Cl (chloroform), C(Cl)(Cl)Cl (chloroform). Run at time 30 minute. Product: FC(S(=O)(=O)NCCC1=CC=C(C=C1)N1C(C2=CN=C3C=CC=C(C1)N32)=O)(F)F (4,5-dihydro-4-[4-(2-trifluoromethane sulfonamidoethan-1-yl)phenyl]-3H-1,4,8b-triazaacenaphthylen-3-one). The yield is 46.1%. As a reaction SMILES: ClC(Cl)(Cl)C([C:5]1[N:9]2[C:10]([CH2:14][N:15]([C:32](OC(C)(C)C)=[O:33])[C:16]3[CH:21]=[CH:20][C:19]([CH2:22][CH2:23][NH:24][S:25]([C:28]([F:31])([F:30])[F:29])(=[O:27])=[O:26])=[CH:18][CH:17]=3)=[CH:11][CH:12]=[CH:13][C:8]2=[N:7][CH:6]=1)=O.C[Si](I)(C)C.C(=O)([O-])O.[Na+]>C(Cl)(Cl)Cl>[F:29][C:28]([F:31])([F:30])[S:25]([NH:24][CH2:23][CH2:22][C:19]1[CH:18]=[CH:17][C:16]([N:15]2[CH2:14][C:10]3[N:9]4[C:5](=[CH:6][N:7]=[C:8]4[CH:13]=[CH:12][CH:11]=3)[C:32]2=[O:33])=[CH:21][CH:20]=1)(=[O:27])=[O:26] |f:2.3|. Procedure: To a solution of 644 mg (1.00 mmol) of 3-trichloroacetyl-5-[N-tert-butoxycarbonyl-N-[4-(2-trifluoromethanesulfonamidoethan-1-yl)phenyl]aminomethyl]imidazo[1,2-a] pyridine in 5 ml of chloroform was added dropwise 0.29 ml (2.00 mmol) of trimethylsilyl iodide at room temperature. The reaction mixture was stirred for 30 minutes at room temperature, and poured into ice-water. The mixture was neutralized with a saturated aqueous solution of sodium hydrogencarbonate. To the mixture was added 50 ml of c... The reactants are Cc1ccc(N2CCNCC2)cc1, O=C(Cl)C1CCCC1, ClCCl, Cl, Cl. Product: Cc1ccc(N2CCNCC2C(=O)C2CCCC2)cc1. RXN SMILES: [CH3:3][c:4]1[cH:5][cH:6][c:7]([N:10]2[CH2:11][CH2:12][NH:13][CH2:14][CH2:15]2)[cH:8][cH:9]1.[CH:16]1([C:21](=[O:22])[Cl:23])[CH2:17][CH2:18][CH2:19][CH2:20]1.[Cl:24][CH2:25][Cl:26].[ClH:1].[ClH:2]>>[CH3:3][c:4]1[cH:5][cH:6][c:7]([N:10]2[CH:11]([C:21]([CH:16]3[CH2:17][CH2:18][CH2:19][CH2:20]3)=[O:22])[CH2:12][NH:13][CH2:14][CH2:15]2)[cH:8][cH:9]1. The reactants are C([O-])([O-])=O.[Cs+].[Cs+] (cesium carbonate), C(CC)C1=C(C(=CC(=C1)CO)CCC)O (2,6-di-propyl-4-hydroxymethylphenol), CN(C=O)C (dimethylformamide), methyl cx-bromo-phenylacetate, CN(C)C=O (DMF). Conditions: time 1 hour. Yields the product C(CC)C1=C(OC2=C(C=CC=C2)CC(=O)OC)C(=CC(=C1)CO)CCC (Methyl 2-(2,6-Dipropyl-4-Hydroxymethyl-Phenoxy)Phenylacetate). Yield: 35.0%. Reaction SMILES: [CH2:1]([C:4]1[CH:9]=[C:8]([CH2:10][OH:11])[CH:7]=[C:6]([CH2:12][CH2:13][CH3:14])[C:5]=1[OH:15])[CH2:2][CH3:3].[C:16](=[O:19])([O-])[O-].[Cs+].[Cs+].CN(C)[CH:24]=[O:25]>>[CH2:1]([C:4]1[CH:9]=[C:8]([CH2:10][OH:11])[CH:7]=[C:6]([CH2:12][CH2:13][CH3:14])[C:5]=1[O:15][C:5]1[CH:6]=[CH:7][CH:8]=[CH:9][C:4]=1[CH2:1][C:16]([O:25][CH3:24])=[O:19])[CH2:2][CH3:3] |f:1.2.3|. Procedure: To a solution of 1.014 g (4.87 mmol) of 2,6-di-propyl-4-hydroxymethylphenol dissolved in 10 mL of anhydrous dimethylformamide was added 2.379 g of cesium carbonate and the reaction mixture was stirred under a nitrogen atmosphere at room temperature for 1 hour. A solution of methyl cx-bromo-phenylacetate dissolved in 2 mL DMF was added and the reaction mixture was stirred at 60° C. overnight. The reaction mixture was cooled to room temperature and partitioned between water and EtOAc. The organic ... Reactants: ClC=1C=NC2=CC=C(C=C2N1)C(=O)C=1C(=C(C=C(C1F)F)N(S(=O)(=O)CCC)S(=O)(=O)CCC)F (N-(3-(3-chloroquinoxaline-6-carbonyl)-2,4,5-trifluorophenyl)-N-(propylsulfonyl)propane-1-sulfonamide), CC=1NC=CN1 (2-methyl-1H-imidazole), C(=O)([O-])[O-].[Cs+].[Cs+] (Cs2CO3). The solvent is CN(C)C=O (DMF). Run at temperature 90 celsius, time 4 hour. Product: FC1=C(C=C(C(=C1C(=O)C=1C=C2N=C(C=NC2=CC1)N1C(=NC=C1)C)F)F)NS(=O)(=O)CCC (N-(2,4,5-trifluoro-3-(3-(2-methyl-1H-imidazol-1-yl)quinoxaline-6-carbonyl)phenyl)propane- 1-sulfonamide). Yield: 0.7%. As a reaction SMILES: Cl[C:2]1[CH:3]=[N:4][C:5]2[C:10]([N:11]=1)=[CH:9][C:8]([C:12]([C:14]1[C:15]([F:35])=[C:16]([N:22](S(CCC)(=O)=O)[S:23]([CH2:26][CH2:27][CH3:28])(=[O:25])=[O:24])[CH:17]=[C:18]([F:21])[C:19]=1[F:20])=[O:13])=[CH:7][CH:6]=2.[CH3:36][C:37]1[NH:38][CH:39]=[CH:40][N:41]=1.C([O-])([O-])=O.[Cs+].[Cs+]>CN(C=O)C>[F:35][C:15]1[C:14]([C:12]([C:8]2[CH:9]=[C:10]3[C:5](=[CH:6][CH:7]=2)[N:4]=[CH:3][C:2]([N:38]2[CH:39]=[CH:40][N:41]=[C:37]2[CH3:36])=[N:11]3)=[O:13])=[C:19]([F:20])[C:18]([F:21])=[CH:17][C:16]=1[NH:22][S:23]([CH2:26][CH2:27][CH3:28])(=[O:24])=[O:25] |f:2.3.4|. Procedure details: To a solution of N-(3-(3-chloroquinoxaline-6-carbonyl)-2,4,5-trifluorophenyl)-N-(propylsulfonyl)propane-1-sulfonamide (50 mg, 9.6 mmol, 1.0 eq.) in DMF (2 mL) was added 2-methyl-1H-imidazole (18 mg, 24 mmol, 2.5 eq.) and Cs2CO3 (59 mg, 19.2 mmol, 2.0 eq.). The resulting mixture was stirred at 90° C. for 4 h, then washed with water and extracted with EA (20 mL×3). The combined organic phase was dried over Na2SO4, filtered and concentrated. The resulting residue was purified by flash column chroma... The reactants are C(C)OC(C(=O)OCC)C(=O)[O-] (Mono-ethyl ethoxymalonate), BrC1=CC=C(N)C=C1 (4-bromoaniline), C1(CCCCC1)N=C=NC1CCCCC1 (1,3-dicyclohexylcarbodiimide). Yields the product BrC1=CC=C(C=C1)NC(C(C(=O)OCC)OCC)=O (ethyl 3-[(4-bromophenyl)amino]-2-ethoxy-3-oxopropanoate). The yield is 20.0%. RXN SMILES: [CH2:1]([O:3][CH:4]([C:10]([O-:12])=O)[C:5]([O:7][CH2:8][CH3:9])=[O:6])[CH3:2].[Br:13][C:14]1[CH:20]=[CH:19][C:17]([NH2:18])=[CH:16][CH:15]=1.C1(N=C=NC2CCCCC2)CCCCC1>>[Br:13][C:14]1[CH:20]=[CH:19][C:17]([NH:18][C:10](=[O:12])[CH:4]([O:3][CH2:1][CH3:2])[C:5]([O:7][CH2:8][CH3:9])=[O:6])=[CH:16][CH:15]=1. Procedure: Mono-ethyl ethoxymalonate (1.44 grams, 0.01 mole), prepared in Example LXVIII Part A, 4-bromoaniline (1.41 grams, 0.01 mole) and 1,3-dicyclohexylcarbodiimide (1.68 grams, 0.01 mole) were reacted in a manner similar to that described in Example LVII to give 0.39 gram (0.002 mole) of ethyl 3-[(4-bromophenyl)amino]-2-ethoxy-3-oxopropanoate having a melting point of 59°C.-64° C. An analytical sample recrystallized from hexane-ethyl acetate had a melting point of 62° C.-64° C. Elemental analysis of t... The reactants are C(CC)C1=NC=CC=C1 (2-n-propylpyridine), OO (hydrogen peroxide), OO (hydrogen peroxide). The solvent is C(C)(=O)O (acetic acid). Reaction conditions: temperature 75 celsius, time 8 hour. Product: C(CC)C1=[N+](C=CC=C1)[O-] (2-n-Propylpyridine-N-oxide). RXN SMILES: [CH2:1]([C:4]1[CH:9]=[CH:8][CH:7]=[CH:6][N:5]=1)[CH2:2][CH3:3].[OH:10]O>C(O)(=O)C>[CH2:1]([C:4]1[CH:9]=[CH:8][CH:7]=[CH:6][N+:5]=1[O-:10])[CH2:2][CH3:3]. Reported procedure: To a solution of 2-n-propylpyridine (187.4 g, 1.505 mol) in 900 ml of acetic acid was added 149 ml of 35% aqueous hydrogen peroxide and the mixture was stirred and heated to 70-80° C. After three hours a further 104 ml of the hydrogen peroxide solution was added, and the mixture was maintained at the same temperature for an additional nine hours. The mixture was concentrated to about 300 ml in volume, 300 ml of water were added, and the mixture again concentrated as far as possible. The residue ...